Dataset: the Open Reaction Database (ORD), a public repository of structured organic reaction records. Task: describe an organic reaction: reactants, conditions, products, and yield Reactants: F[B-](F)(F)F.[Na+] (sodium tetrafluoroborate), C(C)(C)(C)C1=CC=C(N)C=C1 (4-t-butylaniline), Cl (hydrochloric acid), N(=O)[O-].[Na+] (sodium nitrite). Solvent: O (water), O (water), O (water). Reaction conditions: temperature 6.5 celsius. The product is FC1=C(C=C(C=C1)C(C)(C)C)[N+](=O)[O-] (4-Fluoro-3-nitro-t-butylbenzene). Isolated yield 73.5%. RXN SMILES: [C:1]([C:5]1[CH:11]=[CH:10][C:8](N)=[CH:7][CH:6]=1)([CH3:4])([CH3:3])[CH3:2].Cl.[N:13]([O-:15])=[O:14].[Na+].[F:17][B-](F)(F)F.[Na+]>O>[F:17][C:8]1[CH:10]=[CH:11][C:5]([C:1]([CH3:4])([CH3:3])[CH3:2])=[CH:6][C:7]=1[N+:13]([O-:15])=[O:14] |f:2.3,4.5|. Reported procedure: To a cold (5° C.) suspension of 4-t-butylaniline in a mixture of conc. hydrochloric acid (25 ml) and water (25 ml) was added a solution of sodium nitrite (7.6 g, 0.11 mol) in water (10 ml) keeping the temperature at 5-7° C. At the end of the addition, the mixture was stirred for additionally 15 min, whereafter a solution of sodium tetrafluoroborate (15.4 g, 0.14 mol) in water (30 ml) was added dropwise, maintaining the temperature at 5-8° C. After another 15 min at 5° C. the diazonium salt was f...